Dataset: the Open Reaction Database (ORD), a public repository of structured organic reaction records. Task: describe an organic reaction: reactants, conditions, products, and yield Starting materials: C(C)(C)(C)OC(=O)N(C(OC(C)(C)C)=O)C1=NC=C(C=C1C1=CC(=NO1)C1=CC=C(C=C1)C)B1OC(C(O1)(C)C)(C)C (tert-butyl N-tert-butoxycarbonyl-N-[3-[3-(p-tolyl)isoxazol-5-yl]-5-(4,4,5,5-tetramethyl-1,3,2-dioxaborolan-2-yl)-2-pyridyl]carbamate), BrC1=NC=C(C=C1)S(=O)(=O)C(C)C (2-bromo-5-isopropylsulfonyl-pyridine), C(=O)([O-])[O-].[Na+].[Na+] (Na2CO3). Reagents/catalysts: Cl[Pd]([P](C1=CC=CC=C1)(C2=CC=CC=C2)C3=CC=CC=C3)([P](C4=CC=CC=C4)(C5=CC=CC=C5)C6=CC=CC=C6)Cl (Pd(PPh3)2Cl2). Solvent: CN(C)C=O (DMF). Conditions: temperature 95 celsius, time 2 hour. Yields the product C(C)(C)(C)OC(=O)N(C(OC(C)(C)C)=O)C1=NC=C(C=C1C1=CC(=NO1)C1=CC=C(C=C1)C)C1=NC=C(C=C1)S(=O)(=O)C(C)C (tert-Butyl N-tert-butoxycarbonyl-N-[5-(5-isopropylsulfonyl-2-pyridyl)-3-[3-(p-tolyl)isoxazol-5-yl]-2-pyridyl]carbamate). The yield is 73.5%. Reaction SMILES: [C:1]([O:5][C:6]([N:8]([C:16]1[C:21]([C:22]2[O:26][N:25]=[C:24]([C:27]3[CH:32]=[CH:31][C:30]([CH3:33])=[CH:29][CH:28]=3)[CH:23]=2)=[CH:20][C:19](B2OC(C)(C)C(C)(C)O2)=[CH:18][N:17]=1)[C:9](=[O:15])[O:10][C:11]([CH3:14])([CH3:13])[CH3:12])=[O:7])([CH3:4])([CH3:3])[CH3:2].Br[C:44]1[CH:49]=[CH:48][C:47]([S:50]([CH:53]([CH3:55])[CH3:54])(=[O:52])=[O:51])=[CH:46][N:45]=1.C([O-])([O-])=O.[Na+].[Na+]>CN(C=O)C.Cl[Pd](Cl)([P](C1C=CC=CC=1)(C1C=CC=CC=1)C1C=CC=CC=1)[P](C1C=CC=CC=1)(C1C=CC=CC=1)C1C=CC=CC=1>[C:1]([O:5][C:6]([N:8]([C:16]1[C:21]([C:22]2[O:26][N:25]=[C:24]([C:27]3[CH:28]=[CH:29][C:30]([CH3:33])=[CH:31][CH:32]=3)[CH:23]=2)=[CH:20][C:19]([C:44]2[CH:49]=[CH:48][C:47]([S:50]([CH:53]([CH3:55])[CH3:54])(=[O:51])=[O:52])=[CH:46][N:45]=2)=[CH:18][N:17]=1)[C:9](=[O:15])[O:10][C:11]([CH3:13])([CH3:12])[CH3:14])=[O:7])([CH3:3])([CH3:2])[CH3:4] |f:2.3.4,^1:69,88|. Reported procedure: A mixture of tert-butyl N-tert-butoxycarbonyl-N-[3-[3-(p-tolyl)isoxazol-5-yl]-5-(4,4,5,5-tetramethyl-1,3,2-dioxaborolan-2-yl)-2-pyridyl]carbamate (426 mg, 0.7377 mmol) and 2-bromo-5-isopropylsulfonyl-pyridine (233.8 mg, 0.8852 mmol) in DMF (10 mL) was degassed and placed under an atmosphere of nitrogen. Pd(PPh3)2Cl2 (30.51 mg, 0.07377 mmol) was added and the reaction again degassed. 2M aqueous Na2CO3 (1.106 mL, 2.213 mmol) was added and the reaction was stirred at 95° C. for 2 hours. The reactio...